Dataset: the Open Reaction Database (ORD), a public repository of structured organic reaction records. Task: describe an organic reaction: reactants, conditions, products, and yield Reactants: CCOC(=O)CN1CCC(=Cc2cccc(B3OC(C)(C)C(C)(C)O3)c2CC)CC1, CCO. The product is CCOC(=O)CN1CCC(Cc2cccc(B3OC(C)(C)C(C)(C)O3)c2CC)CC1. Reaction SMILES: [CH2:1]([CH3:2])[c:3]1[c:4]([CH:18]=[C:19]2[CH2:20][CH2:21][N:22]([CH2:25][C:26](=[O:27])[O:28][CH2:29][CH3:30])[CH2:23][CH2:24]2)[cH:5][cH:6][cH:7][c:8]1[B:9]1[O:10][C:11]([CH3:16])([CH3:17])[C:12]([CH3:14])([CH3:15])[O:13]1.[CH3:31][CH2:32][OH:33]>>[CH2:1]([CH3:2])[c:3]1[c:4]([CH2:18][CH:19]2[CH2:20][CH2:21][N:22]([CH2:25][C:26](=[O:27])[O:28][CH2:29][CH3:30])[CH2:23][CH2:24]2)[cH:5][cH:6][cH:7][c:8]1[B:9]1[O:10][C:11]([CH3:16])([CH3:17])[C:12]([CH3:14])([CH3:15])[O:13]1.